Dataset: the Open Reaction Database (ORD), a public repository of structured organic reaction records. Task: describe an organic reaction: reactants, conditions, products, and yield The reactants are COCOc1ccc(-c2noc(C3(COS(C)(=O)=O)CC3)c2-c2ccccc2)cc1, CN(C)C=O, CCOC(C)=O, N#C[K]. Product: COCOc1ccc(-c2noc(C3(CC#N)CC3)c2-c2ccccc2)cc1. As a reaction SMILES: [CH3:1][O:2][CH2:3][O:4][c:5]1[cH:6][cH:7][c:8](-[c:11]2[n:12][o:13][c:14]([C:22]3([CH2:25][O:26][S:27]([CH3:28])(=[O:29])=[O:30])[CH2:23][CH2:24]3)[c:15]2-[c:16]2[cH:17][cH:18][cH:19][cH:20][cH:21]2)[cH:9][cH:10]1.[CH3:34][N:35]([CH3:36])[CH:37]=[O:38].[CH3:39][CH2:40][O:41][C:42](=[O:43])[CH3:44].[K:31][C:32]#[N:33]>>[CH3:1][O:2][CH2:3][O:4][c:5]1[cH:6][cH:7][c:8](-[c:11]2[n:12][o:13][c:14]([C:22]3([CH2:25][C:32]#[N:33])[CH2:23][CH2:24]3)[c:15]2-[c:16]2[cH:17][cH:18][cH:19][cH:20][cH:21]2)[cH:9][cH:10]1. The reactants are Cc1ccccc1, CN(C)C=O, ClP(c1ccccc1)c1ccccc1, Cl, [Zn]. The product is c1ccc(Pc2ccccc2)cc1. RXN SMILES: [CH3:16][c:17]1[cH:18][cH:19][cH:20][cH:21][cH:22]1.[CH3:23][N:24]([CH3:25])[CH:26]=[O:27].[Cl:1][P:2]([c:3]1[cH:4][cH:5][cH:6][cH:7][cH:8]1)[c:9]1[cH:10][cH:11][cH:12][cH:13][cH:14]1.[ClH:15].[Zn:28]>>[PH:2]([c:3]1[cH:4][cH:5][cH:6][cH:7][cH:8]1)[c:9]1[cH:10][cH:11][cH:12][cH:13][cH:14]1. Reactants: FC=1C=C(C=CC1C=1C=NC(=CC1)C1=NO[C@@H](C1)CO)N1C(O[C@H](C1)CN1N=NC=C1)=O ((5R)-3-(3-Fluoro-4-{6-[(5S)-5-(hydroxymethyl)-4,5-dihydroisoxazol-3-yl]pyridin-3-yl}phenyl)-5-(1H-1,2,3-triazol-1-ylmethyl)-1,3-oxazolidin-2-one), COCC(=O)O (methoxyacetic acid), Cl.CN(CCCN=C=NCC)C (1-[3-(dimethylamino)propyl]-3-ethylcarbodiimide hydrochloride). The reagents and catalysts are CN(C1=CC=NC=C1)C (4-dimethylaminopyridine). Run in CN(C)C=O (DMF), C(C)(=O)OCC (ethyl acetate). Run at time 1 hour. Product: COCC(=O)OC[C@@H]1CC(=NO1)C1=NC=C(C=C1)C1=C(C=C(C=C1)N1C(O[C@H](C1)CN1N=NC=C1)=O)F ([(5S)-3-(5-{2-Fluoro-4-[(5R)-2-oxo-5-(1H-1,2,3-triazol-1-ylmethyl)-1,3-oxazolidin-3-yl]phenyl}pyridin-2-yl)-4,5-dihydroisoxazol-5-yl]methyl methoxyacetate). Isolated yield 85.9%. As a reaction SMILES: [F:1][C:2]1[CH:3]=[C:4]([N:21]2[CH2:25][C@H:24]([CH2:26][N:27]3[CH:31]=[CH:30][N:29]=[N:28]3)[O:23][C:22]2=[O:32])[CH:5]=[CH:6][C:7]=1[C:8]1[CH:9]=[N:10][C:11]([C:14]2[CH2:18][C@@H:17]([CH2:19][OH:20])[O:16][N:15]=2)=[CH:12][CH:13]=1.[CH3:33][O:34][CH2:35][C:36](O)=[O:37].Cl.CN(C)CCCN=C=NCC>CN(C)C1C=CN=CC=1.CN(C=O)C.C(OCC)(=O)C>[CH3:33][O:34][CH2:35][C:36]([O:20][CH2:19][C@H:17]1[O:16][N:15]=[C:14]([C:11]2[CH:12]=[CH:13][C:8]([C:7]3[CH:6]=[CH:5][C:4]([N:21]4[CH2:25][C@H:24]([CH2:26][N:27]5[CH:31]=[CH:30][N:29]=[N:28]5)[O:23][C:22]4=[O:32])=[CH:3][C:2]=3[F:1])=[CH:9][N:10]=2)[CH2:18]1)=[O:37] |f:2.3|. Procedure: (5R)-3-(3-Fluoro-4-{6-[(5S)-5-(hydroxymethyl)-4,5-dihydroisoxazol-3-yl]pyridin-3-yl}phenyl)-5-(1H-1,2,3-triazol-1-ylmethyl)-1,3-oxazolidin-2-one (Example 1, 0.25 g, 0.57 mmol), methoxyacetic acid (0.15 ml, 1.96 mmol), 4-dimethylaminopyridine (0.02 g, 0.16 mmol), and 1-[3-(dimethylamino)propyl]-3-ethylcarbodiimide hydrochloride (0.25 g, 1.30 mmol) were combined in DMF (4 ml). The suspension was allowed to stir for one hour at room temperature resulting in a clear solution. The mixture was then di... The reactants are CS(=O)(=O)C=1C=C2C(=NNC2=CC1)C=O (5-(methylsulfonyl)-1H-indazole-3-carboxaldehyde), COC1=C(C2=C(C(CO2)=O)C=C1)CN1CCN(CC1)C(=O)OC(C)(C)C (tert-butyl 4-[(6-methoxy-3-oxo-2,3-dihydrobenzofuran-7-yl)methyl]piperazine-1-carboxylate), N1CCCCC1 (piperidine). Solvent: CO (methanol). Run at temperature 60 celsius, time 2 hour. The product is COC1=C(C2=C(C(/C(/O2)=C/C2=NNC3=CC=C(C=C23)S(=O)(=O)C)=O)C=C1)CN1CCN(CC1)C(=O)OC(C)(C)C (tert-butyl (Z)-4-[(6-methoxy-2-{[5-(methylsulfonyl)-1H-indazol-3-yl]methylene}-3-oxo-2,3-dihydrobenzofuran-7-yl)methyl]piperazine-1-carboxylate). Isolated yield 47.2%. RXN SMILES: [CH3:1][S:2]([C:5]1[CH:6]=[C:7]2[C:11](=[CH:12][CH:13]=1)[NH:10][N:9]=[C:8]2[CH:14]=O)(=[O:4])=[O:3].[CH3:16][O:17][C:18]1[CH:27]=[CH:26][C:21]2[C:22](=[O:25])[CH2:23][O:24][C:20]=2[C:19]=1[CH2:28][N:29]1[CH2:34][CH2:33][N:32]([C:35]([O:37][C:38]([CH3:41])([CH3:40])[CH3:39])=[O:36])[CH2:31][CH2:30]1.N1CCCCC1>CO>[CH3:16][O:17][C:18]1[CH:27]=[CH:26][C:21]2[C:22](=[O:25])/[C:23](=[CH:14]/[C:8]3[C:7]4[C:11](=[CH:12][CH:13]=[C:5]([S:2]([CH3:1])(=[O:3])=[O:4])[CH:6]=4)[NH:10][N:9]=3)/[O:24][C:20]=2[C:19]=1[CH2:28][N:29]1[CH2:30][CH2:31][N:32]([C:35]([O:37][C:38]([CH3:41])([CH3:40])[CH3:39])=[O:36])[CH2:33][CH2:34]1. Procedure: A solution of 5-(methylsulfonyl)-1H-indazole-3-carboxaldehyde (0.0392 g, 0.175 mmol) in methanol (0.7 mL) was added with tert-butyl 4-[(6-methoxy-3-oxo-2,3-dihydrobenzofuran-7-yl)methyl]piperazine-1-carboxylate (0.0915 g, 0.252 mmol) synthesized in the same manner as that of Example B42, Step 5, and piperidine (0.00149 g, 0.0175 mmol), and the mixture was stirred at 60° C. for 2 hours. The reaction mixture was concentrated, and the resulting residue was purified by silica gel column chromatograp... Starting materials: Cl.C(C)(C)(C)OC([C@@H](N)C)=O (L-alanine tert-butyl ester hydrochloride), ClC1=CC(=C(C=C1)S(=O)(=O)Cl)[N+](=O)[O-] (4-chloro-2-nitrobenzenesulfonyl chloride), D-2-amino-n-butyric acid tert-butyl ester hydrochloride, ClC1=CC=C(C=C1)S(=O)(=O)Cl (4-chlorobenzenesulfonyl chloride). The product is ClC1=CC(=C(C=C1)S(=O)(=O)N[C@@H](C(=O)OC(C)(C)C)CC)[N+](=O)[O-] (tert-butyl (2R)-2-{[(4-chloro-2-nitrophenyl)sulfonyl]amino}butanoate). As a reaction SMILES: Cl.[C:2]([O:6][C:7](=[O:11])[C@H:8]([CH3:10])[NH2:9])([CH3:5])([CH3:4])[CH3:3].Cl[C:13]1C=CC(S(Cl)(=O)=O)=CC=1.[Cl:23][C:24]1[CH:29]=[CH:28][C:27]([S:30](Cl)(=[O:32])=[O:31])=[C:26]([N+:34]([O-:36])=[O:35])[CH:25]=1>>[Cl:23][C:24]1[CH:29]=[CH:28][C:27]([S:30]([NH:9][C@H:8]([CH2:10][CH3:13])[C:7]([O:6][C:2]([CH3:5])([CH3:4])[CH3:3])=[O:11])(=[O:32])=[O:31])=[C:26]([N+:34]([O-:36])=[O:35])[CH:25]=1 |f:0.1|. Procedure details: Instead of the starting material compound of Reference Example 166, that is, L-alanine tert-butyl ester hydrochloride, D-2-amino-n-butyric acid tert-butyl ester hydrochloride was used, further, instead of 4-chlorobenzenesulfonyl chloride, 4-chloro-2-nitrobenzenesulfonyl chloride was used for the similar procedure as with Reference Example 167 to obtain the title compound.